From a dataset of the Open Reaction Database (ORD), a public repository of structured organic reaction records. describe an organic reaction: reactants, conditions, products, and yield Starting materials: N=1N=C(NC1)C1=C(C=CC=C1)C(=O)N1CC2C(C1)CN(C2)C(=O)OC(C)(C)C (tert-Butyl 5-{[2-(4H-1,2,4-triazol-3-yl)phenyl]carbonyl}hexahydropyrrolo[3,4-c]pyrrole-2(1H)-carboxylate), CC1=NOC(=N1)C1=C(C(=O)O)C=CC=C1 (2-(3-methyl-1,2,4-oxadiazol-5-yl)benzoic acid), N=1N=C(NC1)C1=C(C(=O)O)C=CC=C1 (2-(4H-[1,2,4]triazol-3-yl)-benzoic acid). Yields the product CC1=NOC(=N1)C1=C(C=CC=C1)C(=O)N1CC2C(C1)CN(C2)C(=O)OC(C)(C)C (tert-Butyl 5-{[2-(3-methyl-1,2,4-oxadiazol-5-yl)phenyl]carbonyl}hexahydropyrrolo[3,4-c]pyrrole-2(1H)-carboxylate). RXN SMILES: N1N=C(C2C=CC=CC=2C([N:14]2[CH2:18][CH:17]3[CH2:19][N:20]([C:22]([O:24][C:25]([CH3:28])([CH3:27])[CH3:26])=[O:23])[CH2:21][CH:16]3[CH2:15]2)=O)NC=1.[CH3:29][C:30]1[N:34]=[C:33]([C:35]2[CH:43]=[CH:42][CH:41]=[CH:40][C:36]=2[C:37]([OH:39])=O)[O:32][N:31]=1.N1N=C(C2C=CC=CC=2C(O)=O)NC=1>>[CH3:29][C:30]1[N:34]=[C:33]([C:35]2[CH:43]=[CH:42][CH:41]=[CH:40][C:36]=2[C:37]([N:14]2[CH2:18][CH:17]3[CH2:19][N:20]([C:22]([O:24][C:25]([CH3:28])([CH3:27])[CH3:26])=[O:23])[CH2:21][CH:16]3[CH2:15]2)=[O:39])[O:32][N:31]=1. Procedure details: The title compound was prepared in a manner analogous to Intermediate 59 substituting 2-(3-methyl-1,2,4-oxadiazol-5-yl)benzoic acid for 2-(4H-[1,2,4]triazol-3-yl)-benzoic acid. MS (ESI) mass calculated for O21H26N4O4, 398.20; m/z found, 399.2. 1H NMR (500 MHz, CDCl3): 8.12 (d, J=7.8 Hz, 1H), 7.63 (td, J=7.6 Hz, 1.2 Hz, 1H), 7.55 (td, J=7.7 Hz, 1.3 Hz, 1H), 7.42 (d, J=7.5 Hz, 1H), 3.97-3.86 (m, 1H), 3.76-3.61 (m, 2H), 3.56-3.33 (m, 3H), 3.29-3.15 (m, 1H), 3.08-2.93 (m, 2H), 2.90-2.82 (m, 1H), 2.4... Reactants: C(C)(=O)O[C@H](CC[C@H]1CCC([C@@H]1CCCCCCC(=O)OC)=O)CCCCC (methyl 1-15 (S)-acetoxy-9-oxo-prostanoate), C1(=CC=C(C=C1)S(=O)(=O)O)C (p-toluene sulfonic acid), C(C1=CC=CC=C1)O (benzylalcohol). The product is C(C)(=O)O[C@H](CC[C@H]1CCC([C@@H]1CCCCCCC(=O)OC)(OCC1=CC=CC=C1)OCC1=CC=CC=C1)CCCCC (l-methyl 15(S)-acetoxy-9,9-bis(benzyloxy)-prostanoate). Reaction SMILES: [C:1]([O:4][C@@H:5]([CH2:24][CH2:25][CH2:26][CH2:27][CH3:28])[CH2:6][CH2:7][C@@H:8]1[C@@H:12]([CH2:13][CH2:14][CH2:15][CH2:16][CH2:17][CH2:18][C:19]([O:21][CH3:22])=[O:20])[C:11](=[O:23])[CH2:10][CH2:9]1)(=[O:3])[CH3:2].[C:29]1([CH3:39])[CH:34]=[CH:33][C:32](S(O)(=O)=O)=[CH:31][CH:30]=1.[CH2:40]([OH:47])[C:41]1[CH:46]=[CH:45][CH:44]=[CH:43][CH:42]=1>>[C:1]([O:4][C@@H:5]([CH2:24][CH2:25][CH2:26][CH2:27][CH3:28])[CH2:6][CH2:7][C@@H:8]1[C@@H:12]([CH2:13][CH2:14][CH2:15][CH2:16][CH2:17][CH2:18][C:19]([O:21][CH3:22])=[O:20])[C:11]([O:47][CH2:40][C:41]2[CH:46]=[CH:45][CH:44]=[CH:43][CH:42]=2)([O:23][CH2:39][C:29]2[CH:34]=[CH:33][CH:32]=[CH:31][CH:30]=2)[CH2:10][CH2:9]1)(=[O:3])[CH3:2]. Procedure: A solution of 2 g. of l-methyl 15(S)-acetoxy-9-oxo prostanoate (Example 52) and 25 mg. of p-toluene sulfonic acid in 65 ml. of benzylalcohol is stirred at 100° C. for 6 hours. The solution is concentrated to near dryness under reduced pressure. The residue is diluted with ether and the resulting solution is washed with 5% sodium carbonate solution, saturated sodium chloride solution, dried with anhydrous sodium sulfate and taken to dryness to afford 2.5 g. of product. Reactants: O[C@@H]1CC[C@H](CC1)NS(=O)(=O)C1=CC=C(C=C1)C(F)(F)F (trans-N-(4-Hydroxy-cyclohexyl)-4-trifluoromethyl-benzenesulfonamide), C(=O)([O-])[O-].[K+].[K+] (K2CO3), C(C)Br (ethyl bromide). Run in CN(C)C=O (DMF). Run at temperature 35 celsius. The product is C(C)N(S(=O)(=O)C1=CC=C(C=C1)C(F)(F)F)[C@@H]1CC[C@H](CC1)O (trans-N-Ethyl-N-(4-hydroxy-cyclohexyl)-4-trifluoromethyl-benzenesulfonamide). Isolated yield 36.7%. Reaction SMILES: [OH:1][C@H:2]1[CH2:7][CH2:6][C@H:5]([NH:8][S:9]([C:12]2[CH:17]=[CH:16][C:15]([C:18]([F:21])([F:20])[F:19])=[CH:14][CH:13]=2)(=[O:11])=[O:10])[CH2:4][CH2:3]1.C([O-])([O-])=O.[K+].[K+].[CH2:28](Br)[CH3:29]>CN(C=O)C>[CH2:28]([N:8]([C@H:5]1[CH2:6][CH2:7][C@H:2]([OH:1])[CH2:3][CH2:4]1)[S:9]([C:12]1[CH:17]=[CH:16][C:15]([C:18]([F:21])([F:19])[F:20])=[CH:14][CH:13]=1)(=[O:11])=[O:10])[CH3:29] |f:1.2.3|. Procedure details: To 4 g (12.4 mmol) trans-N-(4-Hydroxy-cyclohexyl)-4-trifluoromethyl-benzenesulfonamide in 20 ml DMF were added 5.1 g (37.1 mmol, 3.3 eq) K2CO3 and 2.04 ml (27.2 mmol, 2.2 eq) ethyl bromide. The mixture was stirred at 35° C. over night, concentrated in vacuo and dissolved in CH2Cl2 and water. The phases were separated and the inorganic one was extracted CH2Cl2, the combined organic phases were washed with brine and dried over Na2SO4. The crude product was purified by column chromatography on sili... Starting materials: C1=CC=CC=2CC3=CC=CC=C3C(C12)C(=O)O (9,10-Dihydroanthracene-9-carboxylic acid), N[C@@H]1CN(CC1)CCC1=CC=C(C=C1)F ((S)-3-amino-1-(2-(4-fluorophenyl)ethyl)pyrrolidine). Product: FC1=CC=C(C=C1)CCN1C[C@H](CC1)NC(=O)C1C2=CC=CC=C2CC=2C=CC=CC12 ((S)-N-(1-(2-(4-fluorophenyl)ethyl)pyrrolidin-3-yl)-9,10-dihydroanthracene-9-carboxamide). Reaction SMILES: [CH:1]1[C:14]2[CH:13]([C:15](O)=[O:16])[C:12]3[C:7](=[CH:8][CH:9]=[CH:10][CH:11]=3)[CH2:6][C:5]=2[CH:4]=[CH:3][CH:2]=1.[NH2:18][C@H:19]1[CH2:23][CH2:22][N:21]([CH2:24][CH2:25][C:26]2[CH:31]=[CH:30][C:29]([F:32])=[CH:28][CH:27]=2)[CH2:20]1>>[F:32][C:29]1[CH:28]=[CH:27][C:26]([CH2:25][CH2:24][N:21]2[CH2:22][CH2:23][C@H:19]([NH:18][C:15]([CH:13]3[C:12]4[CH:11]=[CH:10][CH:9]=[CH:8][C:7]=4[CH2:6][C:5]4[C:14]3=[CH:1][CH:2]=[CH:3][CH:4]=4)=[O:16])[CH2:20]2)=[CH:31][CH:30]=1. Procedure details: 9,10-Dihydroanthracene-9-carboxylic acid and (S)-3-amino-1-(2-(4-fluorophenyl)ethyl)pyrrolidine were reacted under the same conditions as in Example 23 to give (S)-N-(1-(2-(4-fluorophenyl)ethyl)pyrrolidin-3-yl)-9,10-dihydroanthracene-9-carboxamide. The reactants are O (water), FC1=CC=C(COC=2C=C3C(NC(C3=CC2)=O)=O)C=C1 (5-(4-fluoro-benzyloxy)-isoindole-1,3-dione), [H-].[Na+] (sodium hydride), BrCC(=O)N (2-bromoacetamide). Solvent: O1CCCC1 (tetrahydrofuran). Conditions: time 3 hour. Yields the product CH2Cl2—, FC1=CC=C(COC=2C=C3C(N(C(C3=CC2)=O)CC(=O)N)=O)C=C1 (2-[5-(4-Fluoro-benzyloxy)-1,3-dioxo-1,3-dihydro-isoindol-2-yl]-acetamide). Yield: 64.2%. Reaction SMILES: [F:1][C:2]1[CH:20]=[CH:19][C:5]([CH2:6][O:7][C:8]2[CH:9]=[C:10]3[C:14](=[CH:15][CH:16]=2)[C:13](=[O:17])[NH:12][C:11]3=[O:18])=[CH:4][CH:3]=1.[H-].[Na+].Br[CH2:24][C:25]([NH2:27])=[O:26].O>O1CCCC1>[F:1][C:2]1[CH:20]=[CH:19][C:5]([CH2:6][O:7][C:8]2[CH:9]=[C:10]3[C:14](=[CH:15][CH:16]=2)[C:13](=[O:17])[N:12]([CH2:24][C:25]([NH2:27])=[O:26])[C:11]3=[O:18])=[CH:4][CH:3]=1 |f:1.2|. Reported procedure: A mixture of 5-(4-fluoro-benzyloxy)-isoindole-1,3-dione (100 mg, 0.37 mmol), sodium hydride (55% in mineral oil, 18 mg, 0.42 mmol) and 2-bromoacetamide (61 mg, 0.44 mmol) in dry tetrahydrofuran (5 mL) at 0° C. was stirred at room temperature for 3 h and then heated at 50° C. for 1 h. After cooling to 0° C., water (2 mL) was added and the product extracted with ethyl acetate. The organic extracts were then washed with brine and dried over sodium sulfate. Filtration and evaporation gave a residue ...